Task: describe an organic reaction: reactants, conditions, products, and yield. Dataset: the Open Reaction Database (ORD), a public repository of structured organic reaction records Starting materials: CC1CN(Cc2ccccc2)CCC1=O, C1CCOC1, CC(C)[N-]C(C)C, CI, [Li+]. Product: CC1CN(Cc2ccccc2)CC(C)C1=O. As a reaction SMILES: [CH2:1]([c:2]1[cH:3][cH:4][cH:5][cH:6][cH:7]1)[N:8]1[CH2:9][CH:10]([CH3:15])[C:11](=[O:14])[CH2:12][CH2:13]1.[CH2:26]1[O:27][CH2:28][CH2:29][CH2:30]1.[CH:16]([N-:17][CH:18]([CH3:19])[CH3:20])([CH3:21])[CH3:22].[I:24][CH3:25].[Li+:23]>>[CH2:1]([c:2]1[cH:3][cH:4][cH:5][cH:6][cH:7]1)[N:8]1[CH2:9][CH:10]([CH3:15])[C:11](=[O:14])[CH:12]([CH3:16])[CH2:13]1. Reactants: Br, CC(=O)O, COc1cc(-c2ncc(C(F)(F)F)n(C)c2=O)c(Cl)cc1Cl, O. The product is Cn1c(C(F)(F)F)cnc(-c2cc(O)c(Cl)cc2Cl)c1=O. As a reaction SMILES: [BrH:23].[CH3:25][C:26](=[O:27])[OH:28].[Cl:1][c:2]1[c:3](-[c:11]2[c:12](=[O:22])[n:13]([CH3:21])[c:14]([C:17]([F:18])([F:19])[F:20])[cH:15][n:16]2)[cH:4][c:5]([O:9][CH3:10])[c:6]([Cl:8])[cH:7]1.[OH2:24]>>[Cl:1][c:2]1[c:3](-[c:11]2[c:12](=[O:22])[n:13]([CH3:21])[c:14]([C:17]([F:18])([F:19])[F:20])[cH:15][n:16]2)[cH:4][c:5]([OH:9])[c:6]([Cl:8])[cH:7]1. Reactants: ClC1=C(C(=C(C=C1)NC(C(C)(C)C)=O)I)C(F)(F)F (N-[4-chloro-2-iodo-3-(trifluoromethyl)phenyl]-2,2-dimethylpropanamide), [Si](C)(C)(C)C#C (TMS acetylene). Reagents/catalysts: Cl[Pd]([P](C1=CC=CC=C1)(C2=CC=CC=C2)C3=CC=CC=C3)([P](C4=CC=CC=C4)(C5=CC=CC=C5)C6=CC=CC=C6)Cl (PdCl2(PPh3)2), [Cu](I)I (copper iodide). Solvent: C(C)N(CC)CC (triethylamine). Reaction conditions: temperature 50 celsius. Product: ClC1=C(C(=C(C=C1)NC(C(C)(C)C)=O)C#C[Si](C)(C)C)C(F)(F)F (N-{4-Chloro-3-(trifluoromethyl)-2-[(trimethylsilyl)ethynyl]phenyl}-2,2-dimethylpropanamide). As a reaction SMILES: [Cl:1][C:2]1[CH:7]=[CH:6][C:5]([NH:8][C:9](=[O:14])[C:10]([CH3:13])([CH3:12])[CH3:11])=[C:4](I)[C:3]=1[C:16]([F:19])([F:18])[F:17].[Si:20]([C:24]#[CH:25])([CH3:23])([CH3:22])[CH3:21]>[Cu](I)I.Cl[Pd](Cl)([P](C1C=CC=CC=1)(C1C=CC=CC=1)C1C=CC=CC=1)[P](C1C=CC=CC=1)(C1C=CC=CC=1)C1C=CC=CC=1.C(N(CC)CC)C>[Cl:1][C:2]1[CH:7]=[CH:6][C:5]([NH:8][C:9](=[O:14])[C:10]([CH3:13])([CH3:12])[CH3:11])=[C:4]([C:25]#[C:24][Si:20]([CH3:23])([CH3:22])[CH3:21])[C:3]=1[C:16]([F:19])([F:18])[F:17] |^1:31,50|. Procedure: A triethylamine (2.2 mL) solution of N-[4-chloro-2-iodo-3-(trifluoromethyl)phenyl]-2,2-dimethylpropanamide (0.413 g, 1.02 mmol) was treated with TMS acetylene (0.158 mL, 1.12 mmol) followed by copper iodide (0.019 g, 0.102 mmol) and PdCl2(PPh3)2 (0.021 g, 0.031 mmol). The reaction vessel was purged with N2, sealed and heated to 50° C. for 14 h. TLC at this time showed excellent conversion to the desired product. The cooled mixture was filtered through a plug of celite and partitioned between EtO...